Dataset: the Open Reaction Database (ORD), a public repository of structured organic reaction records. Task: describe an organic reaction: reactants, conditions, products, and yield Starting materials: C(CC(=O)O)(=O)O (malonic acid), N1CCCCC1 (piperidine), ClC1=C(C=O)C=CC(=C1)OC1OCCCC1 (2-chloro-4-(2-tetrahydropyranyloxy)benzaldehyde), ClC1=C(C=O)C=CC(=C1)O (2-chloro-4-hydroxybenzaldehyde). Run in N1=CC=CC=C1 (pyridine). Yields the product ClC1=C(C=CC(=O)O)C=CC(=C1)OC1OCCCC1 (2-chloro-4-(2-tetrahydropyranyloxy)cinnamic acid). Yield: 55.0%. Reaction SMILES: [Cl:1][C:2]1[CH:9]=[C:8]([O:10][CH:11]2[CH2:16][CH2:15][CH2:14][CH2:13][O:12]2)[CH:7]=[CH:6][C:3]=1[CH:4]=O.ClC1C=C(O)C=CC=1C=O.C(O)(=O)[CH2:28][C:29]([OH:31])=[O:30].N1CCCCC1>N1C=CC=CC=1>[Cl:1][C:2]1[CH:9]=[C:8]([O:10][CH:11]2[CH2:16][CH2:15][CH2:14][CH2:13][O:12]2)[CH:7]=[CH:6][C:3]=1[CH:4]=[CH:28][C:29]([OH:31])=[O:30]. Reported procedure: Using 4.8 g of 2-chloro-4-(2-tetrahydropyranyloxy)benzaldehyde derived from 2-chloro-4-hydroxybenzaldehyde by the introduction of tetrahydropyranyl group thereinto, 4.2 g of malonic acid, 80 ml of pyridine, and 0.5 ml of piperidine, a reaction similar to that performed in Example 99 was carried out. As a result, 3.1 g of 2-chloro-4-(2-tetrahydropyranyloxy)cinnamic acid was obtained as crystal, which had the following physiochemical properties: Reaction SMILES: [C:6](=[O:7])([O-:8])[O-:9].[F:12][c:13]1[cH:14][cH:15][c:16]([CH:17]=[O:18])[cH:19][cH:20]1.[K+:10].[K+:11].[cH:21]1[cH:22][cH:23][n:24][cH:25][cH:26]1.[nH:1]1[n:2][n:3][cH:4][cH:5]1>>[n:1]1(-[c:13]2[cH:14][cH:15][c:16]([CH:17]=[O:18])[cH:19][cH:20]2)[n:2][n:3][cH:4][cH:5]1. Product: O=Cc1ccc(-n2ccnn2)cc1. Reactants: O=C([O-])[O-], O=Cc1ccc(F)cc1, [K+], [K+], c1ccncc1, c1c[nH]nn1. Starting materials: BrC1=CCCCCC1 (1-bromo-cycloheptene), C(Br)(Br)Br (bromoform), [OH-].[K+] (potassium hydroxide), [OH-].[K+] (potassium hydroxide). Reagents/catalysts: [Br-].[Br-].C(C1=CC=CC=C1)[N+](CC[N+](C)(C)CC1=CC=CC=C1)(C)C (N,N′-dibenzyl-N,N,N′,N′-tetramethylethylenediammonium dibromide), [Br-].[Br-].C(C1=CC=CC=C1)[N+](CC[N+](C)(C)CC1=CC=CC=C1)(C)C (N,N′-dibenzyl-N,N,N′,N′-tetramethylethylenediammonium dibromide). The solvent is C(Cl)Cl (methylene chloride). Product: BrC12CCCCCC2C1(Br)Br (1,8,8-tribromo-bicyclo[5.1.0]octane). Isolated yield 327.8%. Reaction SMILES: [Br:1][C:2]1[CH2:8][CH2:7][CH2:6][CH2:5][CH2:4][CH:3]=1.[CH:9](Br)([Br:11])[Br:10].[OH-].[K+]>[Br-].[Br-].C([N+](C)(C)CC[N+](CC1C=CC=CC=1)(C)C)C1C=CC=CC=1.C(Cl)Cl>[Br:1][C:2]12[C:9]([Br:11])([Br:10])[CH:8]1[CH2:7][CH2:6][CH2:5][CH2:4][CH2:3]2 |f:2.3,4.5.6|. Procedure: To a solution of 12 g (6.86 mmol) of 1-bromo-cycloheptene in 52 g (206 mmol) of bromoform and 56 g of methylene chloride was added 0.73 g (1.59 mmol) of N,N′-dibenzyl-N,N,N′,N′-tetramethylethylenediammonium dibromide and 18.8 g (152 mmol) of 45% aqueous potassium hydroxide. After 24 hours the reaction mixture was poured onto water. The resulting mixture was transferred to a separatory funnel and the phases were separated. To the isolated organic layer was added 0.73 g (1.59 mmol) of N,N′-dibenzy...